Dataset: the Open Reaction Database (ORD), a public repository of structured organic reaction records. Task: describe an organic reaction: reactants, conditions, products, and yield Starting materials: FC(C(F)(F)F)(OC1=CC=C(C=C1)N=NC1=CC=C(N)C=C1)F (4-(4-Pentafluoroethoxyphenylazo)aniline), C(C)O[C@H]1[C@H]([C@@H](O[C@H]([C@@H]1OC)C)OC(NC1=CC=C(C=C1)N=NC1=CC=C(C=C1)OC(C(F)(F)F)(F)F)=O)OC ([4-(4-Pentafluoroethyloxyphenylazo)-phenyl]-carbamic acid (2S,3R,4R,5S,6S)-4-ethoxy-3,5-dimethoxy-6-methyl-tetrahydropyran-2-yl ester). Product: C(C)O[C@H]1[C@H]([C@@H](O[C@H]([C@@H]1OC)C)OC(NC1=CC=C(C=C1)N=NC1=CC=C(C=C1)OC(F)(F)F)=O)OC ([4-(4-Trifluoromethoxy-phenylazo)-phenyl]-carbamic acid (2S,3R,4R,5S,6S)-4-ethoxy-3,5-dimethoxy-6-methyl-tetrahydropyran-2-yl ester). Reaction SMILES: FC(F)(OC1C=CC(N=NC2C=CC(N)=CC=2)=CC=1)[C:3]([F:6])([F:5])[F:4].[CH2:24]([O:26][C@@H:27]1[C@@H:32]([O:33][CH3:34])[C@H:31]([CH3:35])[O:30][C@@H:29]([O:36][C:37](=[O:61])[NH:38][C:39]2[CH:44]=[CH:43][C:42]([N:45]=[N:46][C:47]3[CH:52]=[CH:51][C:50]([O:53]C(F)(F)C(F)(F)F)=[CH:49][CH:48]=3)=[CH:41][CH:40]=2)[C@@H:28]1[O:62][CH3:63])[CH3:25]>>[CH2:24]([O:26][C@@H:27]1[C@@H:32]([O:33][CH3:34])[C@H:31]([CH3:35])[O:30][C@@H:29]([O:36][C:37](=[O:61])[NH:38][C:39]2[CH:44]=[CH:43][C:42]([N:45]=[N:46][C:47]3[CH:52]=[CH:51][C:50]([O:53][C:3]([F:6])([F:5])[F:4])=[CH:49][CH:48]=3)=[CH:41][CH:40]=2)[C@@H:28]1[O:62][CH3:63])[CH3:25]. Reported procedure: 4-(4-Pentafluoroethoxyphenylazo)aniline 1H NMR (300 MHz, CDCl3) δ7.89-7.79 (m, 4H), 7.32 (d, J=8.5 Hz, 2H), 6.73-6.76 (m, 2H), 4.09 (br s, 2H); ESIMS m/z 332 ([M+H]+). Step 2. Compound 22. 1H NMR (300 MHz, CDCl3) δ 7.96-7.92 (m, 4H), 7.60-7.57 (m, 2H), 7.38-7.35 (m, 2H), 6.86 (s, 1H), 6.26 (s, 1H), 3.75-3.45 (m, 11H), 3.22 (t, J=9.3 Hz, 1H), 1.33-1.26 (m, 6H); ESIMS m/z 578 ([M+H]+). Reactants: C1NCC2(C1CCC2)C(=O)OC (methyl octahydrocyclopenta[c]pyrrole-3a-carboxylate), CCN(C(C)C)C(C)C (DIPEA), BrC=1C=NC(=NC1)Cl (5-bromo-2-chloropyrimidine). The solvent is CCO (EtOH). Run at time 10 minute. Yields the product BrC=1C=NC(=NC1)N1CC2C(C1)(CCC2)C(=O)OC (Methyl 2-(5-bromopyrimidin-2-yl)octahydrocyclopenta[c]pyrrole-3a-carboxylate). Isolated yield 45.7%. As a reaction SMILES: [CH2:1]1[CH:5]2[CH2:6][CH2:7][CH2:8][C:4]2([C:9]([O:11][CH3:12])=[O:10])[CH2:3][NH:2]1.CCN(C(C)C)C(C)C.[Br:22][C:23]1[CH:24]=[N:25][C:26](Cl)=[N:27][CH:28]=1>CCO>[Br:22][C:23]1[CH:24]=[N:25][C:26]([N:2]2[CH2:3][C:4]3([C:9]([O:11][CH3:12])=[O:10])[CH2:8][CH2:7][CH2:6][CH:5]3[CH2:1]2)=[N:27][CH:28]=1. Procedure details: To the solution of methyl octahydrocyclopenta[c]pyrrole-3a-carboxylate (1.0 g, 5.91 mmol) in EtOH (10.0 mL) was added DIPEA (2.80 mL, 16.12 mmol) at rt and the mixture stirred at rt for 10 min followed by addition of 5-bromo-2-chloropyrimidine (1.10 g, 5.37 mmol). The reaction was heated up to 70° C. for 2 h. After completion (by TLC), solvent was evaporated and the crude residue purified over 100-200 M silica-gel using 7.0% EtOAc:hexane to obtain the desired product as a white solid (0.80 g, 45... Starting materials: ClC(Cl)(Cl)Cl, CC#N, OCc1c(F)cc(F)c(F)c1F, [O-][I+3]([O-])([O-])[O-], [Na+], O, Cl[Ru](Cl)Cl. The product is O=C(O)c1c(F)cc(F)c(F)c1F. RXN SMILES: [C:27]([Cl:28])([Cl:29])([Cl:30])[Cl:31].[CH3:19][C:20]#[N:21].[F:1][c:2]1[c:3]([CH2:11][OH:12])[c:4]([F:10])[cH:5][c:6]([F:9])[c:7]1[F:8].[I+3:13]([O-:14])([O-:15])([O-:16])[O-:17].[Na+:18].[OH2:22].[Ru:23]([Cl:24])([Cl:25])[Cl:26]>>[F:1][c:2]1[c:3]([C:11](=[O:12])[OH:14])[c:4]([F:10])[cH:5][c:6]([F:9])[c:7]1[F:8]. Starting materials: OC1=CC=C(C=C1)C(C)(C)C1=CC=C(C=C1)O (bisphenol A), C(C=1C(C(=O)OCC=C)=CC=CC1)(=O)OCC=C (diallyl phthalate), diacrylate, aromatic diacrylate, Diamond. Yields the product C(C=C)(=O)OCC (ethyl acrylate), C(C(=C)C)(=O)OC (methyl methacrylate), C(C=C)(=O)OCCO (2-hydroxyethyl acrylate), 4028. Yield: 0.5%. As a reaction SMILES: C(OCC=C)(=O)[C:2]1[C:3](=[CH:10]C=CC=1)[C:4]([O:6][CH2:7][CH:8]=C)=[O:5].[OH:19]C1C=CC(C(C2C=CC(O)=CC=2)(C)C)=CC=1>>[C:4]([O:6][CH2:7][CH3:8])(=[O:5])[CH:3]=[CH2:2].[C:4]([O:6][CH3:7])(=[O:5])[C:3]([CH3:10])=[CH2:2].[C:4]([O:6][CH2:7][CH2:8][OH:19])(=[O:5])[CH:3]=[CH2:10]. Procedure: The procedure described in Example 1(A) was repeated, except that the diallyl phthalate crosslinking monomer was replaced by the aromatic diacrylate monomer available commercially as "Photomer" 4028 (Registered Trade Mark of Diamond Shamrock Co.) and which is believed to be essentially the diacrylate of bisphenol A. The amounts of the monomers were adjusted to give a polymer composition of ethyl acrylate 61.5%, methyl methacrylate 28%, 2-hydroxyethyl acrylate 10%, "Photomer" 4028 0.5%, and the a... Starting materials: ClCCl, O=C([O-])NCCc1cn(S(=O)(=O)c2ccc(F)cc2F)c2ccncc12, O=C(O)C(F)(F)F. The product is NCCc1cn(S(=O)(=O)c2ccc(F)cc2F)c2ccncc12. RXN SMILES: [Cl:34][CH2:35][Cl:36].[F:1][c:2]1[c:3]([S:9](=[O:10])(=[O:11])[n:12]2[cH:13][c:14]([CH2:21][CH2:22][NH:23][C:24](=[O:25])[O-:26])[c:15]3[cH:16][n:17][cH:18][cH:19][c:20]23)[cH:4][cH:5][c:6]([F:8])[cH:7]1.[OH:27][C:28]([C:29]([F:30])([F:31])[F:32])=[O:33]>>[F:1][c:2]1[c:3]([S:9](=[O:10])(=[O:11])[n:12]2[cH:13][c:14]([CH2:21][CH2:22][NH2:23])[c:15]3[cH:16][n:17][cH:18][cH:19][c:20]23)[cH:4][cH:5][c:6]([F:8])[cH:7]1. The reactants are O=C[C@H](O)[C@@H](O)[C@H](O)[C@H](O)CO (glucose), [Na+].[Cl-] (NaCl), Cl.N[C@@H](CS)C(=O)O (cysteine hydrochloride), C([O-])([O-])=O.[Ca+2] (calcium carbonate), butyl rubber. Reaction conditions: temperature 30 celsius. The product is OC(C(=O)O)CC(C)C (2-hydroxyisocaproic acid). Reaction SMILES: O=[CH:2][C@@H:3]([C@H:5]([C@@H]([C@@H](CO)O)O)O)O.[Na+].[Cl-].Cl.N[C@H:17]([C:20]([OH:22])=[O:21])[CH2:18]S.C(=O)([O-])[O-:24].[Ca+2]>>[OH:24][CH:17]([CH2:18][CH:3]([CH3:5])[CH3:2])[C:20]([OH:22])=[O:21] |f:1.2,3.4,5.6|. Procedure: 220 parts by weight of this glucose was mixed with 12,100 parts by weight of a culture medium (10 g/l of peptone, 5 g/l of yeast extract, 2 g/l of meat extract, 5 g/l of NaCl, 2 g/l of cysteine hydrochloride and 5 g/l of calcium carbonate), and the mixture formed was injected into a pressure bottle. After the gaseous-phase portion in the bottle was displaced with nitrogen gas, the bottle was hermetically closed with a butyl rubber stopper, which was then treated in an autoclave (121° C., 98 kPa ... Starting materials: C(C(=O)Cl)(=O)Cl (Oxalyl chloride), C(C)(C)(C)OC(=O)N(CCOC=1C=C(C(=O)O)C=C(C1)Cl)C1=CC=NC=C1 (3-[2-(tert-butoxycarbonyl-pyridin-4-yl-amino)-ethoxy]-5-chloro-benzoic acid), COC(CCNC1=CC=CC=C1)=O (3-phenylamino-propionic acid methyl ester), CCN(C(C)C)C(C)C (DIPEA). The reagents and catalysts are CN(C)C=1C=CN=CC1 (DMAP). Solvent: ClCCl (dichloromethane), ClCCl (dichloromethane), CN(C)C=O (DMF). Run at time 1 hour. Yields the product COC(CCN(C1=CC=CC=C1)C(C1=CC(=CC(=C1)Cl)OCCN(C1=CC=NC=C1)C(=O)OC(C)(C)C)=O)=O (3-({3-[2-(tert-Butoxycarbonyl-pyridin-4-yl-amino)-ethoxy]-5-chloro-benzoyl}-phenyl-amino)-propionic acid methyl ester). Isolated yield 73.3%. As a reaction SMILES: C(Cl)(=O)C(Cl)=O.[C:7]([O:11][C:12]([N:14]([C:28]1[CH:33]=[CH:32][N:31]=[CH:30][CH:29]=1)[CH2:15][CH2:16][O:17][C:18]1[CH:19]=[C:20]([CH:24]=[C:25]([Cl:27])[CH:26]=1)[C:21]([OH:23])=O)=[O:13])([CH3:10])([CH3:9])[CH3:8].[CH3:34][O:35][C:36](=[O:46])[CH2:37][CH2:38][NH:39][C:40]1[CH:45]=[CH:44][CH:43]=[CH:42][CH:41]=1.CCN(C(C)C)C(C)C>ClCCl.CN(C1C=CN=CC=1)C.CN(C=O)C>[CH3:34][O:35][C:36](=[O:46])[CH2:37][CH2:38][N:39]([C:21](=[O:23])[C:20]1[CH:24]=[C:25]([Cl:27])[CH:26]=[C:18]([O:17][CH2:16][CH2:15][N:14]([C:12]([O:11][C:7]([CH3:10])([CH3:8])[CH3:9])=[O:13])[C:28]2[CH:29]=[CH:30][N:31]=[CH:32][CH:33]=2)[CH:19]=1)[C:40]1[CH:41]=[CH:42][CH:43]=[CH:44][CH:45]=1. Procedure: 2M Oxalyl chloride solution in dichloromethane (1.8 ml), and DMF (0.05 ml) were added to a suspension of 3-[2-(tert-butoxycarbonyl-pyridin-4-yl-amino)-ethoxy]-5-chloro-benzoic acid (1.18 g) in anhydrous dichloromethane (30 ml). The reaction was stirred at room temperature for 1 h then 3-phenylamino-propionic acid methyl ester (0.644 g), DMAP (0.036 g) and DIPEA (1.04 ml) were added. The reaction mixture was stirred at room temperature for 20 h and partitioned between ethyl acetate and 1M aqueous...